This data is from the Open Reaction Database (ORD), a public repository of structured organic reaction records. The task is: describe an organic reaction: reactants, conditions, products, and yield The reactants are C([O-])([O-])=O.[Na+].[Na+] (sodium carbonate), OC1=CC=C(C=O)C=C1 (4-hydroxybenzaldehyde), [OH-].[K+] (potassium hydroxide), ICC(C)C (1-iodo-2-methylpropane). The solvent is CCOCC (ether), C(C)O (ethanol), C(C)O (ethanol). Yields the product CC(COC1=CC=C(C=O)C=C1)C (4-(2-methylpropoxy)benzaldehyde). Isolated yield 46.0%. Reaction SMILES: [OH:1][C:2]1[CH:9]=[CH:8][C:5]([CH:6]=[O:7])=[CH:4][CH:3]=1.[OH-].[K+].I[CH2:13][CH:14]([CH3:16])[CH3:15].C(=O)([O-])[O-].[Na+].[Na+]>C(O)C.CCOCC>[CH3:13][CH:14]([CH3:16])[CH2:15][O:1][C:2]1[CH:9]=[CH:8][C:5]([CH:6]=[O:7])=[CH:4][CH:3]=1 |f:1.2,4.5.6|. Procedure: A 1000 mL, 1 neck, round-bottomed flask equipped with a magnetic stirrer and reflux condenser is charged with 4-hydroxybenzaldehyde (33.18 g, 0.272 mol), 100 ml of ethanol, and a solution of potassium hydroxide (20.42 g, 0.309 mol) in 100 mL of ethanol. The reaction mixture is heated with stirring for one-half hour. Next 1-iodo-2-methylpropane (100 g, 0.543 mol) is added and the mixture refluxed for 12 hours. After cooling, the solvents are removed by rotary evaporation to yield a brown solid wh... Starting materials: C(#N)C1=CC=C(C=C1)CN1C(NCC1)=O (1-[(4-cyanophenyl)methyl]imidazolidin-2-one), Cl (hydrochloric acid). Reagents/catalysts: [Pd] (palladium). Run in O1CCCC1 (Tetrahydrofuran). The product is Cl.O=C1N(CCN1)CC1=CC=C(C=C1)CN (4-[(2-Oxo-1-imidazolidinyl)methyl]benzenemethanamine-hydrochloride). Isolated yield 81.0%. As a reaction SMILES: [C:1]([C:3]1[CH:8]=[CH:7][C:6]([CH2:9][N:10]2[CH2:14][CH2:13][NH:12][C:11]2=[O:15])=[CH:5][CH:4]=1)#[N:2].[ClH:16]>[Pd].O1CCCC1>[ClH:16].[O:15]=[C:11]1[NH:12][CH2:13][CH2:14][N:10]1[CH2:9][C:6]1[CH:7]=[CH:8][C:3]([CH2:1][NH2:2])=[CH:4][CH:5]=1 |f:4.5|. Procedure details: Prepared analogously to Example 43b) from 1-[(4-cyanophenyl)methyl]imidazolidin-2-one by catalytic hydrogenation using palladium/activated charcoal and in the presence of 1 equivalent of 1N hydrochloric acid in a yield of 81% of theory. Colourless crystals, Mp. >250° C. (Tetrahydrofuran). The reactants are ClC=1C=C2CCC(C2=CC1)=O (5-chloro-1-indanone), C(C)(C)[Mg]Cl (isopropyl magnesium chloride), O (water). Solvent: O1CCCC1 (tetrahydrofuran). Reaction conditions: time 4 hour. Product: ClC1=CC=C2C(=CCC2=C1)C(C)C (6-chloro-3-isopropyl-1H-indene). As a reaction SMILES: [Cl:1][C:2]1[CH:3]=[C:4]2[C:8](=[CH:9][CH:10]=1)[C:7](=O)[CH2:6][CH2:5]2.[CH:12]([Mg]Cl)([CH3:14])[CH3:13].O>O1CCCC1>[Cl:1][C:2]1[CH:3]=[C:4]2[C:8]([C:7]([CH:12]([CH3:14])[CH3:13])=[CH:6][CH2:5]2)=[CH:9][CH:10]=1. Procedure: A solution of 5-chloro-1-indanone (3.59 g) in anhydrous tetrahydrofuran (40 ml) was added to a solution of isopropyl magnesium chloride (103 ml, 2M ethereal solution) under nitrogen at a rate to produce gentle refluxing. After the addition, the reaction solution was further stirred at room temperature for 11/4 hr, then poured into water (200 ml) and extracted with diethyl ether (3×150 ml). The combined ether solutions was washed with water, and condensed to an oil. This oil dissolved in benzene ... Reactants: C(C)OC(/C(=C(/C=C/C(=C(/CC)\C1=CC=2C(CCC(C2C=C1OCOC)(C)C)(C)C)/F)\C)/F)=O ((2Z,4E,6E)-2,6-difluoro-7-(3-methoxymethoxy-5,5,8,8-tetramethyl-5,6,7,8-tetrahydro-naphthalen-2-yl)-3-methyl-nona-2,4,6-trienoic acid ethyl ester), Compound 19, Cl (HCl). Solvent: CC(C)O (i-PrOH), C1CCOC1 (THF). Run at time 8 hour. The product is C(C)OC(/C(=C(/C=C/C(=C(/CC)\C1=CC=2C(CCC(C2C=C1O)(C)C)(C)C)/F)\C)/F)=O ((2Z,4E,6E)-2,6-Difluoro-7-(3-hydroxy-5,5,8,8-tetramethyl-5,6,7,8-tetrahydro-naphthalen-2-yl)-3-methyl-nona-2,4,6-trienoic acid ethyl ester), mixture. Yield: 100.0%. RXN SMILES: [CH2:1]([O:3][C:4](=[O:34])/[C:5](/[F:33])=[C:6](\[CH3:32])/[CH:7]=[CH:8]/[C:9](/[F:31])=[C:10](\[C:13]1[C:22]([O:23]COC)=[CH:21][C:20]2[C:19]([CH3:28])([CH3:27])[CH2:18][CH2:17][C:16]([CH3:30])([CH3:29])[C:15]=2[CH:14]=1)/[CH2:11][CH3:12])[CH3:2].Cl>CC(O)C.C1COCC1>[CH2:1]([O:3][C:4](=[O:34])/[C:5](/[F:33])=[C:6](\[CH3:32])/[CH:7]=[CH:8]/[C:9](/[F:31])=[C:10](\[C:13]1[C:22]([OH:23])=[CH:21][C:20]2[C:19]([CH3:27])([CH3:28])[CH2:18][CH2:17][C:16]([CH3:30])([CH3:29])[C:15]=2[CH:14]=1)/[CH2:11][CH3:12])[CH3:2]. Procedure details: To a solution of (2Z,4E,6E)-2,6-difluoro-7-(3-methoxymethoxy-5,5,8,8-tetramethyl-5,6,7,8-tetrahydro-naphthalen-2-yl)-3-methyl-nona-2,4,6-trienoic acid ethyl ester (Compound 19, 2-E/Z mixture, 387 mg, 0.81 mmol) in i-PrOH (2 mL) and THF (2 mL) was added conc. HCl (1.0 mL). The mixture was stirred at ambient temperature for overnight, extracted with EtOAc (×3). The combined organic layer was washed with brine, dried over Na2SO4, and concentrated in vacuo. The residue was purified by flash column c... The reactants are C[Si](C)(C)[N-][Si](C)(C)C.[Na+] (sodium bis(trimethylsilyl)amide), Cl (hydrochloric acid), [OH-].[Na+] (sodium hydroxide), ClC=1C=C(C=CC1Cl)CC#N (3,4-dichlorophenylacetonitrile), BrCC(=O)OCC (ethyl bromoacetate). Solvent: O (water), C(C)(C)(C)OC (methyl t-butyl ether), C(C)(C)O (isopropanol), C(C)(C)(C)OC (methyl t-butyl ether), C(C)(C)O (isopropanol). Reaction conditions: temperature -10 celsius. Yields the product C(C)OC(CC(CC(=O)OCC)(C1=CC(=C(C=C1)Cl)Cl)C#N)=O (3-cyano-3-(3,4-dichlorophenyl)pentanedioic Acid Diethyl Ester). Reaction SMILES: C[Si]([N-][Si](C)(C)C)(C)C.[Na+].[Cl:11][C:12]1[CH:13]=[C:14]([CH2:19][C:20]#[N:21])[CH:15]=[CH:16][C:17]=1[Cl:18].Br[CH2:23][C:24]([O:26][CH2:27][CH3:28])=[O:25].Cl.[OH-:30].[Na+]>C(OC)(C)(C)C.C(O)(C)C.O>[CH2:27]([O:26][C:24](=[O:25])[CH2:23][C:19]([C:20]#[N:21])([C:14]1[CH:15]=[CH:16][C:17]([Cl:18])=[C:12]([Cl:11])[CH:13]=1)[CH2:23][C:24]([O:26][CH2:27][CH3:28])=[O:30])[CH3:28] |f:0.1,5.6|. Reported procedure: Cool a solution of sodium bis(trimethylsilyl)amide (480 lb, 1 M in THF) to about −10° C. and stir. Add a solution of 3,4-dichlorophenylacetonitrile in methyl t-butyl ether (34.5% by weight, 125 lb of solution) at such a rate that the temperature of the reaction mixture does not rise above about 10° C. Combine ethyl bromoacetate (94 lb) and methyl t-butyl ether (about 125 lb) and cool to about −18° C. and then add the solution prepared above over 60-90 minutes. After the reaction is complete, as ... Starting materials: CC(=O)OCCCn1c(S(C)(=O)=O)nc2cnc3cc(Br)ccc3c21, [Na+], [OH-], O. Yields the product Brc1ccc2c(c1)ncc1nc3n(c12)CCCO3. As a reaction SMILES: [C:1]([O:4][CH2:5][CH2:6][CH2:7][n:8]1[c:9]([S:2]([CH3:3])(=[O:22])=[O:23])[n:10][c:11]2[cH:12][n:13][c:14]3[cH:15][c:16]([Br:21])[cH:17][cH:18][c:19]3[c:20]12)(=[O:24])[CH3:25].[Na+:27].[OH-:26].[OH2:28]>>[O:4]1[CH2:5][CH2:6][CH2:7][n:8]2[c:9]1[n:10][c:11]1[cH:12][n:13][c:14]3[cH:15][c:16]([Br:21])[cH:17][cH:18][c:19]3[c:20]21.